From a dataset of the Open Reaction Database (ORD), a public repository of structured organic reaction records. describe an organic reaction: reactants, conditions, products, and yield Starting materials: CC1=C(N=C(O1)C1=CC=CC=C1)COC1=CC=C(COC=2C=C(C=NC2)C(=O)OC)C=C1 (methyl 5-[4-[(5-methyl-2-phenyl-4-oxazolyl)methoxy]benzyloxy]-3-pyridinecarboxylate), [BH4-].[Na+] (sodium tetrahydroborate), O1CCCC1 (tetrahydrofuran), CO (methanol). Run in O (water). Run at temperature 50 celsius, time 1 hour. Product: CC1=C(N=C(O1)C1=CC=CC=C1)COC1=CC=C(COC=2C=C(C=NC2)CO)C=C1 ([5-[4-[(5-methyl-2-phenyl-4-oxazolyl)methoxy]benzyloxy]-3-pyridyl]methanol). Isolated yield 94.7%. RXN SMILES: [CH3:1][C:2]1[O:6][C:5]([C:7]2[CH:12]=[CH:11][CH:10]=[CH:9][CH:8]=2)=[N:4][C:3]=1[CH2:13][O:14][C:15]1[CH:32]=[CH:31][C:18]([CH2:19][O:20][C:21]2[CH:22]=[C:23]([C:27](OC)=[O:28])[CH:24]=[N:25][CH:26]=2)=[CH:17][CH:16]=1.[BH4-].[Na+].O1CCCC1.CO>O>[CH3:1][C:2]1[O:6][C:5]([C:7]2[CH:8]=[CH:9][CH:10]=[CH:11][CH:12]=2)=[N:4][C:3]=1[CH2:13][O:14][C:15]1[CH:32]=[CH:31][C:18]([CH2:19][O:20][C:21]2[CH:22]=[C:23]([CH2:27][OH:28])[CH:24]=[N:25][CH:26]=2)=[CH:17][CH:16]=1 |f:1.2|. Procedure details: To a mixture of methyl 5-[4-[(5-methyl-2-phenyl-4-oxazolyl)methoxy]benzyloxy]-3-pyridinecarboxylate (2.09 g), sodium tetrahydroborate (0.93 g) and tetrahydrofuran (100 mL) was dropwise added methanol (10 mL) at 50° C., and the mixture was stirred at 50° C. for 1 hr. To the reaction mixture was added water and the mixture was extracted with ethyl acetate. The organic layer was washed with saturated brine, dried over anhydrous magnesium sulfate, and concentrated to give crystals (1.85 g, 94%) of [...